Dataset: the Open Reaction Database (ORD), a public repository of structured organic reaction records. Task: describe an organic reaction: reactants, conditions, products, and yield Reactants: NC1=C(C=C(C=C1)N1CCN(CC1)C)CC(=O)N (2-[2-amino-5-(4-methyl-piperazin-1-yl)-phenyl]-acetamide), COC(C(=O)C1=CNC2=CC=CC=C12)=O ((1H-indol-3-yl)-oxo-acetic acid methyl ester), CC(C)(C)[O-].[K+] (t-BuOK). The solvent is C1CCOC1 (THF), C1CCOC1 (THF). Reaction conditions: temperature 0 celsius, time 30 minute. Yields the product NC1=C(C=C(C=C1)N1CCN(CC1)C)C=1C(NC(C1C1=CNC2=CC=CC=C12)=O)=O (3-[2-Amino-5-(4-methyl-piperazin-1-yl)-phenyl]-4-(1H-indol-3-yl)-pyrrole-2,5-dione). RXN SMILES: [NH2:1][C:2]1[CH:7]=[CH:6][C:5]([N:8]2[CH2:13][CH2:12][N:11]([CH3:14])[CH2:10][CH2:9]2)=[CH:4][C:3]=1[CH2:15][C:16]([NH2:18])=[O:17].C[O:20][C:21](=O)[C:22]([C:24]1[C:32]2[C:27](=[CH:28][CH:29]=[CH:30][CH:31]=2)[NH:26][CH:25]=1)=O.CC([O-])(C)C.[K+]>C1COCC1>[NH2:1][C:2]1[CH:7]=[CH:6][C:5]([N:8]2[CH2:13][CH2:12][N:11]([CH3:14])[CH2:10][CH2:9]2)=[CH:4][C:3]=1[C:15]1[C:16](=[O:17])[NH:18][C:21](=[O:20])[C:22]=1[C:24]1[C:32]2[C:27](=[CH:28][CH:29]=[CH:30][CH:31]=2)[NH:26][CH:25]=1 |f:2.3|. Procedure details: To a solution of 2-[2-amino-5-(4-methyl-piperazin-1-yl)-phenyl]-acetamide (124 mg, 0.50 mmol) and (1H-indol-3-yl)-oxo-acetic acid methyl ester (183 mg, 0.90 mmol) in dry THF (4.0 mL) is added a solution of 1.0 M t-BuOK in THF (2.0 mL, 2.0 mmol) at 0° C. under argon. After stirring for 30 min at 0° C. and 30 min at RT, TLC indicates the complete consumption of the acetamide. The dark red reaction mixture is partitioned between EtOAc (25 mL) and brine (25 mL), and the layers are separated. The pH ... The reactants are CN(C)C=C1C(OCC1)=O (3-[(dimethylamino)methylene]dihydro-2(3H)-furanone), C(CCC)S (n-butanethiol), C1(=CC=C(C=C1)S(=O)(=O)O)C (para-toluenesulfonic acid). Run in C1=CC=CC=C1 (benzene). Yields the product C(CCC)SC=C1C(OCC1)=O (3-[(butylthio)methylene]dihydro-2(3H)-furanone). As a reaction SMILES: CN([CH:4]=[C:5]1[CH2:9][CH2:8][O:7][C:6]1=[O:10])C.[CH2:11]([SH:15])[CH2:12][CH2:13][CH3:14].C1(C)C=CC(S(O)(=O)=O)=CC=1>C1C=CC=CC=1>[CH2:11]([S:15][CH:4]=[C:5]1[CH2:9][CH2:8][O:7][C:6]1=[O:10])[CH2:12][CH2:13][CH3:14]. Procedure details: A mixture of γ-butyrolactone (1 mol) and tris(dimethylamino)methane (1.5 mol) is stirred under dry nitrogen at 75° C. for 2 days to give 3-[(dimethylamino)methylene]dihydro-2(3H)-furanone. A solution containing 3-[(dimethylamino)methylene]dihydro-2(3H)-furanone (1 mol), n-butanethiol (1.1 mol) and para-toluenesulfonic acid (1 mol) in benzene is heated at reflux overnight to give upon aqueous work-up 3-[(butylthio)methylene]dihydro-2(3H)-furanone. After a solution of 3-[(butylthio)methylene]dihyd... Starting materials: OC=1C=C(OCCCCCC(=O)O)C=CC1C(C1=CC=C(C=C1)C1=CC=CC=C1)=S (6-[3-Hydroxy-4-(4-phenylthiobenzoyl)phenoxy]hexanoic Acid), C(CCCCCO)O (1,6-hexanediol). Yields the product OC=1C=C(OCCCCCC(=O)OCCCCCCOC(CCCCCOC2=CC(=C(C=C2)C(C2=CC=C(C=C2)C2=CC=CC=C2)=S)O)=O)C=CC1C(C1=CC=C(C=C1)C1=CC=CC=C1)=S (Hexane-1,6-diyl di(6-[3-Hydroxy-4-(4-phenylthiobenzoyl)phenoxy]hexanoate)). As a reaction SMILES: [OH:1][C:2]1[CH:3]=[C:4]([CH:14]=[CH:15][C:16]=1[C:17](=[S:30])[C:18]1[CH:23]=[CH:22][C:21]([C:24]2[CH:29]=[CH:28][CH:27]=[CH:26][CH:25]=2)=[CH:20][CH:19]=1)[O:5][CH2:6][CH2:7][CH2:8][CH2:9][CH2:10][C:11]([OH:13])=[O:12].[CH2:31]([OH:38])[CH2:32][CH2:33][CH2:34][CH2:35][CH2:36][OH:37]>>[OH:1][C:2]1[CH:3]=[C:4]([CH:14]=[CH:15][C:16]=1[C:17](=[S:30])[C:18]1[CH:19]=[CH:20][C:21]([C:24]2[CH:29]=[CH:28][CH:27]=[CH:26][CH:25]=2)=[CH:22][CH:23]=1)[O:37][CH2:36][CH2:35][CH2:34][CH2:33][CH2:32][C:31]([O:5][CH2:6][CH2:7][CH2:8][CH2:9][CH2:10][CH2:11][O:12][C:11](=[O:13])[CH2:10][CH2:9][CH2:8][CH2:7][CH2:6][O:5][C:4]1[CH:14]=[CH:15][C:16]([C:17](=[S:30])[C:18]2[CH:19]=[CH:20][C:21]([C:24]3[CH:25]=[CH:26][CH:27]=[CH:28][CH:29]=3)=[CH:22][CH:23]=2)=[C:2]([OH:1])[CH:3]=1)=[O:38]. Reported procedure: Following the general procedure of Example 13 or Example 17, the title compound is prepared by reacting an equivalent amount of the acid compound of Example 16 with a half equivalent amount of 1,6-hexanediol. RXN SMILES: [Br-:54].[Br:39][N:40]1[C:41](=[O:42])[CH2:43][CH2:44][C:45]1=[O:46].[CH3:1][C:2]12[C:3](=[O:21])[CH2:4][CH2:5][CH:6]1[CH:7]1[CH2:8][CH2:9][C:10]3=[CH:11][C:12](=[O:20])[CH2:13][CH2:14][C:15]3([CH3:16])[CH:17]1[CH2:18][CH2:19]2.[CH3:22][C:23]([O:24][C:25](=[O:26])[CH3:27])=[O:28].[CH3:35][C:36](=[O:37])[Cl:38].[Cl-:55].[Li+:47].[Li+:48].[Li+:53].[NH4+:56].[O-:49][C:50](=[O:51])[O-:52].[cH:29]1[cH:30][cH:31][n:32][cH:33][cH:34]1>>[CH3:1][C:2]12[C:3](=[O:21])[CH2:4][CH2:5][CH:6]1[CH:7]1[CH:8]=[CH:9][C:10]3=[CH:11][C:12](=[O:20])[CH2:13][CH2:14][C:15]3([CH3:16])[CH:17]1[CH2:18][CH2:19]2. Reactants: [Br-], O=C1CCC(=O)N1Br, CC12CCC3C(CCC4=CC(=O)CCC43C)C1CCC2=O, CC(=O)OC(C)=O, CC(=O)Cl, [Cl-], [Li+], [Li+], [Li+], [NH4+], O=C([O-])[O-], c1ccncc1. Yields the product CC12CCC3C(C=CC4=CC(=O)CCC43C)C1CCC2=O. Starting materials: OC1=CC=CC(=N1)C(=O)O (6-Hydroxypicolinic acid). Run in O (water). The product is N1=C(C=CC=C1)C(=O)O (Picolinic Acid). As a reaction SMILES: O[C:2]1[N:7]=[C:6]([C:8]([OH:10])=[O:9])[CH:5]=[CH:4][CH:3]=1>O>[N:7]1[CH:2]=[CH:3][CH:4]=[CH:5][C:6]=1[C:8]([OH:10])=[O:9]. Procedure: For isolation, the cell-free picolinic acid solution was precipitated with CaCl2 /H2SO4. For this purpose, the cell-free picolinic acid solution from Example 2 was diluted 3-fold and, while stirring, 0.5 equivalent of CaCl2 per equivalent of picolinic acid was added after the cell-free fermentation solution had been heated to 90° C. The resulting calcium/picolinic acid complex precipitated immediately. The resulting complex was cooled to 4° C. with stirring, filtered off on a glass flit (porosit... Starting materials: N#CCCl, Cc1cc(=O)n(-c2cc3c(cc2F)OCC(=O)N3)c(=O)[nH]1. The product is Cc1cc(=O)n(-c2cc3c(cc2F)OC(CC#N)C(=O)N3)c(=O)[nH]1. Reaction SMILES: [Cl:22][CH2:23][C:24]#[N:25].[F:1][c:2]1[cH:3][c:4]2[c:5]([cH:11][c:12]1-[n:13]1[c:14](=[O:21])[nH:15][c:16]([CH3:20])[cH:17][c:18]1=[O:19])[NH:6][C:7](=[O:10])[CH2:8][O:9]2>>[F:1][c:2]1[cH:3][c:4]2[c:5]([cH:11][c:12]1-[n:13]1[c:14](=[O:21])[nH:15][c:16]([CH3:20])[cH:17][c:18]1=[O:19])[NH:6][C:7](=[O:10])[CH:8]([CH2:23][C:24]#[N:25])[O:9]2. The reactants are ClC1=CC=C(C=C1)O (4-chlorophenol), COC(C(F)(F)F)O (trifluoroacetaldehyde methyl hemiacetal), C(C)(=O)O (acetic acid), S(O)(O)(=O)=O (sulfuric acid). The product is ClC=1C=CC(=C(C1)C(C(F)(F)F)C1=C(C=CC(=C1)Cl)O)O (1,1-bis(5-chloro-2-hydroxyphenyl)-2,2,2-trifluoroethane). Solvent: O (water). Reaction conditions: temperature 40 celsius, time 2 hour. Reported procedure: A mixture of 4-chlorophenol (51.2 g), trifluoroacetaldehyde methyl hemiacetal (26 g) and acetic acid (16 ml) was stirred at a temperature of 14° C. and concentrated sulfuric acid (60 ml) was added slowly and the temperature of the mixture was kept below 25° C. The mixture was then stirred for a period of 2 hours at a temperature of 40° C. and the mixture poured into water. The product was recrystallised from cyclohexane/diethyl ether to give 1,1-bis(5-chloro-2-hydroxyphenyl)-2,2,2-trifluoroethan... Reaction SMILES: [Cl:1][C:2]1[CH:7]=[CH:6][C:5]([OH:8])=[CH:4][CH:3]=1.CO[CH:11](O)[C:12]([F:15])([F:14])[F:13].[C:17]([OH:20])(=O)[CH3:18].S(=O)(=O)(O)O>O>[Cl:1][C:2]1[CH:7]=[CH:6][C:5]([OH:8])=[C:4]([CH:11]([C:4]2[CH:3]=[C:2]([Cl:1])[CH:7]=[CH:18][C:17]=2[OH:20])[C:12]([F:13])([F:14])[F:15])[CH:3]=1.